From a dataset of the Open Reaction Database (ORD), a public repository of structured organic reaction records. describe an organic reaction: reactants, conditions, products, and yield Starting materials: Cl.N1(C=NC=C1)C1CC2=CC=CC=C2CC1 (1,2,3,4-tetrahydro-2-(1-imidazolyl)-naphthalene hydrochloride), C(=O)(O)[O-].[Na+] (NaHCO3). Yields the product N1(C=NC=C1)C1CC2=CC=CC=C2CC1 (1,2,3,4-tetrahydro-2-(1-imidazolyl)naphthalene). RXN SMILES: Cl.[N:2]1([CH:7]2[CH2:16][CH2:15][C:14]3[C:9](=[CH:10][CH:11]=[CH:12][CH:13]=3)[CH2:8]2)[CH:6]=[CH:5][N:4]=[CH:3]1.C([O-])(O)=O.[Na+]>>[N:2]1([CH:7]2[CH2:16][CH2:15][C:14]3[C:9](=[CH:10][CH:11]=[CH:12][CH:13]=3)[CH2:8]2)[CH:6]=[CH:5][N:4]=[CH:3]1 |f:0.1,2.3|. Reported procedure: 1,2,3,4-tetrahydro-2-(1-imidazolyl)-naphthalene hydrochloride, which treated with the stoichiometric amount of NaHCO3, gave 1,2,3,4-tetrahydro-2-(1-imidazolyl)naphthalene, m.p. 95°-98° C. Reactants: C1OC=2SC=CC2OC1 (EDOT), C1OC=2SC=CC2OC1 (ethylenedioxythiophene), poly(para-styrenesulfonate), S1C=CC=C1 (thiophene), S(=O)(=O)([O-])OOS(=O)(=O)[O-].[Na+].[Na+] (sodium persulfate). The solvent is C(CCCC)O (1-pentanol), O (water), C(CCCC)O (1-pentanol). Conditions: temperature 80 celsius. Product: C1COC2=CSC=C2O1 (EDOT). As a reaction SMILES: [CH2:1]1[CH2:9][O:8][C:7]2[CH:6]=[CH:5][S:4][C:3]=2[O:2]1.S1C=CC=C1.S(OOS([O-])(=O)=O)([O-])(=O)=O.[Na+].[Na+]>C(O)CCCC.O>[CH2:9]1[O:8][C:7]2[C:6](=[CH:5][S:4][CH:3]=2)[O:2][CH2:1]1 |f:2.3.4|. Procedure details: Block copolymers of EDOT with poly(propylene glycol), Poly(EDOT-block-PG), were synthesized from EDOT and a low molecular weight poly(propylene glycol) (PPG) oligomer following a two-step method in Example 1. PPG (MW=1500) was reacted with 2-thiophene carbonyl chloride in the presence of pyridine to form a di-thiophene derivative macromonomer PPGdTh. This macromonomer was then copolymerized with ethylenedioxythiophene (EDOT) in the presence of an oxidizing agent and a suitable counterion. This s... Reactants: CC(=O)OCC1OC(n2cnc3c(Cl)nc(C#N)nc32)C(OC(C)=O)C1OC(C)=O, NCC(c1cccc(Cl)c1)c1cccc(Cl)c1. The product is CC(=O)OCC1OC(n2cnc3c(NCC(c4cccc(Cl)c4)c4cccc(Cl)c4)nc(C#N)nc32)C(OC(C)=O)C1OC(C)=O. Reaction SMILES: [C:1]([CH3:2])(=[O:3])[O:4][CH:5]1[CH:6]([CH2:26][O:27][C:28]([CH3:29])=[O:30])[O:7][CH:8]([n:14]2[c:15]3[n:16][c:17]([C:24]#[N:25])[n:18][c:19]([Cl:23])[c:20]3[n:21][cH:22]2)[CH:9]1[O:10][C:11]([CH3:12])=[O:13].[Cl:31][c:32]1[cH:33][c:34]([CH:38]([CH2:39][NH2:40])[c:41]2[cH:42][c:43]([Cl:47])[cH:44][cH:45][cH:46]2)[cH:35][cH:36][cH:37]1>>[C:1]([CH3:2])(=[O:3])[O:4][CH:5]1[CH:6]([CH2:26][O:27][C:28]([CH3:29])=[O:30])[O:7][CH:8]([n:14]2[c:15]3[n:16][c:17]([C:24]#[N:25])[n:18][c:19]([NH:40][CH2:39][CH:38]([c:34]4[cH:33][c:32]([Cl:31])[cH:37][cH:36][cH:35]4)[c:41]4[cH:42][c:43]([Cl:47])[cH:44][cH:45][cH:46]4)[c:20]3[n:21][cH:22]2)[CH:9]1[O:10][C:11]([CH3:12])=[O:13]. The reactants are CC(C)[C@@H](C)\C=C\[C@@H](C)[C@H]1CC[C@H]2[C@@H]3CC([C@H]4CC=CC[C@]4(C)[C@H]3CC[C@]12C)=O ((22E, 24R)-5α-Ergosta-2,22-dien-6-one), C(C)(=O)OC(C)=O (acetic anhydride), S(=O)(O)[O-].[Na+] (sodium hydrogen sulfite), C[N+]1(CCOCC1)[O-] (N-methyl-morpholine-N-oxide). Reagents/catalysts: [Os](=O)(=O)(=O)=O (osmium tetraoxide). The solvent is O1CCCC1 (tetrahydrofuran), O (water), N1=CC=CC=C1 (pyridine), O (water), O (Water). Reaction conditions: time 6 hour. The product is C(C)(=O)O[C@H]1[C@H](C[C@@H]2C(C[C@H]3[C@@H]4CC[C@H]([C@@H](/C=C/[C@@H](C(C)C)C)C)[C@]4(CC[C@@H]3[C@]2(C1)C)C)=O)OC(C)=O ((22E, 24R)-2α,3α-diacetoxy-5α-ergost-22-en-6-one). The yield is 12.0%. As a reaction SMILES: [CH3:1][CH:2]([C@H:4](/[CH:6]=[CH:7]/[C@H:8]([C@@H:10]1[C@:27]2([CH3:28])[C@H:13]([C@H:14]3[C@H:24]([CH2:25][CH2:26]2)[C@:22]2([CH3:23])[C@H:17]([CH2:18][CH:19]=[CH:20][CH2:21]2)[C:16](=[O:29])[CH2:15]3)[CH2:12][CH2:11]1)[CH3:9])[CH3:5])[CH3:3].C[N+]1([O-])[CH2:36][CH2:35][O:34]CC1.S([O-])(O)=[O:39].[Na+].[C:43]([O:46]C(=O)C)(=[O:45])[CH3:44]>O1CCCC1.O.N1C=CC=CC=1.[Os](=O)(=O)(=O)=O>[C:43]([O:46][C@@H:20]1[CH2:21][C@@:22]2([CH3:23])[C@@H:17]([C:16](=[O:29])[CH2:15][C@@H:14]3[C@@H:24]2[CH2:25][CH2:26][C@@:27]2([CH3:28])[C@H:13]3[CH2:12][CH2:11][C@@H:10]2[C@H:8]([CH3:9])/[CH:7]=[CH:6]/[C@H:4]([CH3:5])[CH:2]([CH3:1])[CH3:3])[CH2:18][C@@H:19]1[O:39][C:35](=[O:34])[CH3:36])(=[O:45])[CH3:44] |f:2.3|. Procedure: (22E, 24R)-5α-Ergosta-2,22-dien-6-one (S. Takatsuto and N. Ikekawa, Chem. Pharm. Bull., 32, 2001 (1984)) (15.0 g, 37.9 mmol) was dissolved in a solvent mixture of tetrahydrofuran (100 ml) and water (10 ml), added with osmium tetraoxide (500 mg) and N-methyl-morpholine-N-oxide (15 g), and stirred at room temperature for 6 hours. Water (30 ml) and sodium hydrogen sulfite (1 g) were added thereto, and after stirring at room temperature for 30 minutes, extracted with dichloromethane. The obtained or...